describe an organic reaction: reactants, conditions, products, and yield From a dataset of the Open Reaction Database (ORD), a public repository of structured organic reaction records. Reactants: [BH4-], CO, O=C1C=C(c2ccc(Cl)c(Cl)c2)CC1, [Na+]. The product is OC1C=C(c2ccc(Cl)c(Cl)c2)CC1. RXN SMILES: [BH4-:15].[CH3:17][OH:18].[Cl:1][c:2]1[cH:3][c:4]([C:9]2=[CH:10][C:11](=[O:14])[CH2:12][CH2:13]2)[cH:5][cH:6][c:7]1[Cl:8].[Na+:16]>>[Cl:1][c:2]1[cH:3][c:4]([C:9]2=[CH:10][CH:11]([OH:14])[CH2:12][CH2:13]2)[cH:5][cH:6][c:7]1[Cl:8]. Reactants: 2D, C(#N)C=1C=C(C=CC1)NC(=O)OCCC1=C(C=C(C=C1)B(O)O)CC (4-(2-(3-cyanophenylcarbamoyloxy)ethyl)-3-ethylphenylboronic acid), NC=1C=C2C=CN=C(C2=CC1)N(C(=O)OC(C)(C)C)C(=O)OC(C)(C)C (6-Amino-1-(di-tert-butoxycarbonylamino)isoquinoline), O.C(C=O)(=O)O (glyoxylic acid monohydrate). Product: C(C)(C)(C)OC(=O)N(C1=NC=CC2=CC(=CC=C12)NC(C(=O)O)C1=CC(=C(C=C1)CCOC(NC1=CC(=CC=C1)C#N)=O)CC)C(=O)OC(C)(C)C (2-(1-(bis(tert-butoxycarbonyl)amino)isoquinolin-6-ylamino)-2-(4-(2-(3-cyanophenylcarbamoyloxy)ethyl)-3-ethylphenyl)acetic acid). Yield: 52.0%. As a reaction SMILES: [C:1]([C:3]1[CH:4]=[C:5]([NH:9][C:10]([O:12][CH2:13][CH2:14][C:15]2[CH:20]=[CH:19][C:18](B(O)O)=[CH:17][C:16]=2[CH2:24][CH3:25])=[O:11])[CH:6]=[CH:7][CH:8]=1)#[N:2].[NH2:26][C:27]1[CH:28]=[C:29]2[C:34](=[CH:35][CH:36]=1)[C:33]([N:37]([C:45]([O:47][C:48]([CH3:51])([CH3:50])[CH3:49])=[O:46])[C:38]([O:40][C:41]([CH3:44])([CH3:43])[CH3:42])=[O:39])=[N:32][CH:31]=[CH:30]2.O.[C:53]([OH:57])(=[O:56])[CH:54]=O>>[C:48]([O:47][C:45]([N:37]([C:38]([O:40][C:41]([CH3:42])([CH3:43])[CH3:44])=[O:39])[C:33]1[C:34]2[C:29](=[CH:28][C:27]([NH:26][CH:54]([C:18]3[CH:19]=[CH:20][C:15]([CH2:14][CH2:13][O:12][C:10](=[O:11])[NH:9][C:5]4[CH:6]=[CH:7][CH:8]=[C:3]([C:1]#[N:2])[CH:4]=4)=[C:16]([CH2:24][CH3:25])[CH:17]=3)[C:53]([OH:57])=[O:56])=[CH:36][CH:35]=2)[CH:30]=[CH:31][N:32]=1)=[O:46])([CH3:51])([CH3:50])[CH3:49] |f:2.3|. Procedure: Using a procedure analogous to that used to prepare 2D, 56B (175 mg, 0.52 mmol) was reacted with Intermediate 1 and glyoxylic acid monohydrate to afford 57A (186 mg, 52%) as an oil. MS (ESI) m/z 710.5 (M+H)+. Product: CCCCc1ccc(N2CCN(C(=S)Nc3nc4ccccc4nc3OC)CC2)cc1. RXN SMILES: [CH2:23]([CH2:24][CH2:25][CH3:26])[c:27]1[cH:28][cH:29][c:30]([N:33]2[CH2:34][CH2:35][NH:36][CH2:37][CH2:38]2)[cH:31][cH:32]1.[CH3:1][O:2][c:3]1[n:4][c:5]2[cH:6][cH:7][cH:8][cH:9][c:10]2[n:11][c:12]1[NH:13][C:14]([O:15][c:16]1[cH:17][cH:18][cH:19][cH:20][cH:21]1)=[S:22]>>[CH3:1][O:2][c:3]1[n:4][c:5]2[cH:6][cH:7][cH:8][cH:9][c:10]2[n:11][c:12]1[NH:13][C:14](=[S:22])[N:36]1[CH2:35][CH2:34][N:33]([c:30]2[cH:29][cH:28][c:27]([CH2:23][CH2:24][CH2:25][CH3:26])[cH:32][cH:31]2)[CH2:38][CH2:37]1. Starting materials: CCCCc1ccc(N2CCNCC2)cc1, COc1nc2ccccc2nc1NC(=S)Oc1ccccc1. The reactants are O=C([O-])O, CCOC(=O)c1cc2cc([N+](=O)[O-])ccc2[nH]1, CC(=O)[O-], CC(C)=O, [Cl-], [Cl-], [Cl-], [NH4+], [Na+], [Ti+3]. Yields the product CCOC(=O)c1cc2cc(N)ccc2[nH]1. As a reaction SMILES: [C:23](=[O:24])([O-:25])[OH:26].[CH2:1]([CH3:2])[O:3][C:4](=[O:5])[c:6]1[nH:7][c:8]2[cH:9][cH:10][c:11]([N+:15]([O-:16])=[O:17])[cH:12][c:13]2[cH:14]1.[CH3:19][C:20](=[O:21])[O-:22].[CH3:28][C:29](=[O:30])[CH3:31].[Cl-:32].[Cl-:34].[Cl-:35].[NH4+:18].[Na+:27].[Ti+3:33]>>[CH2:1]([CH3:2])[O:3][C:4](=[O:5])[c:6]1[nH:7][c:8]2[cH:9][cH:10][c:11]([NH2:15])[cH:12][c:13]2[cH:14]1. Reactants: C(=O)(O)[O-].[Na+] (NaHCO3), ClC1=CC(=C(N)C=C1Cl)[N+](=O)[O-] (4,5-dichloro-2-nitroaniline), [H-].[Na+] (NaH), CI (MeI). The solvent is [Cl-].[Na+].O (brine), CN(C)C=O (DMF). Run at time 1 hour. Yields the product ClC1=CC(=C(NC)C=C1Cl)[N+](=O)[O-] (4,5-dichloro-N-methyl-2-nitroaniline). As a reaction SMILES: [Cl:1][C:2]1[C:8]([Cl:9])=[CH:7][C:5]([NH2:6])=[C:4]([N+:10]([O-:12])=[O:11])[CH:3]=1.[H-].[Na+].CI.[C:17]([O-])(O)=O.[Na+]>CN(C=O)C.[Cl-].[Na+].O>[Cl:1][C:2]1[C:8]([Cl:9])=[CH:7][C:5]([NH:6][CH3:17])=[C:4]([N+:10]([O-:12])=[O:11])[CH:3]=1 |f:1.2,4.5,7.8.9|. Procedure: To a solution of 4,5-dichloro-2-nitroaniline (10 mmol, 2.07 g) in DMF (10 mL) was added NaH (12 mmol, 480 mg of 60% suspension in mineral oil) (exothermic, gas evolution). After 15 min MeI (20 mmol, 1.2 mL) was added. The reaction mixture was allowed to stand at ambient temperature for 1 h, then poured into a solution of saturated NaHCO3 and brine, affording the product as an orange precipitate, which was filtered, washed with water and dried in vacuo. 1H NMR (500 MHz, d6-DMSO) δ 8.27 (m, 1H), 8... The reactants are O=C1CSC2=C(N1)C=C(C=C2)C(=O)O (3-Oxo-3,4-dihydro-2H-benzo[1,4]thiazine-6-carboxylic acid), C(C(C)C)OC(=O)Cl (isobutylchloroformate). Solvent: O1CCCC1 (tetrahydrofuran), C(C)N(CC)CC (triethylamine). Run at temperature 0 celsius, time 2 hour. Product: OCC=1C=CC2=C(NC(CS2)=O)C1 (6-Hydroxymethyl-4H-benzo[1,4]thiazin-3-one). RXN SMILES: [O:1]=[C:2]1[NH:7][C:6]2[CH:8]=[C:9]([C:12](O)=[O:13])[CH:10]=[CH:11][C:5]=2[S:4][CH2:3]1.C(OC(Cl)=O)C(C)C>O1CCCC1.C(N(CC)CC)C>[OH:13][CH2:12][C:9]1[CH:10]=[CH:11][C:5]2[S:4][CH2:3][C:2](=[O:1])[NH:7][C:6]=2[CH:8]=1. Reported procedure: 3-Oxo-3,4-dihydro-2H-benzo[1,4]thiazine-6-carboxylic acid in tetrahydrofuran (50 mL) and triethylamine (4.7 mL) was cooled to 0° C. and isobutylchloroformate (4.02 mL) was added dropwise and the solution was stirred at 0° C. for 2 hours, when it was filtered into a stirred solution of sodium borohydride (3.14 g) in ice/water (50 mL). The mixture was stirred at 0° C. for 1 hour and allowed to warm to room temperature. It was acidified with 2M hydrochloric acid, evaporated to half volume, and the ...